From a dataset of the Open Reaction Database (ORD), a public repository of structured organic reaction records. describe an organic reaction: reactants, conditions, products, and yield Reactants: [N+](=O)([O-])C1=C(C=CC=C1)N=NC1=C(C=CC(=C1)C)O (2-nitro-2'-hydroxy-5'-methylazobenzene), [OH-].[Na+] (sodium hydroxide), CO (methanol), N(=NC1=CC=CC=C1)C1=CC=CC=C1 (azobenzene), C1=CC=CC=2C3=CC=CC=C3C(C12)=O (9-fluorenone), C(C)=O (acetoaldehyde), resultant mixture, resultant mixture. Solvent: O (water). Conditions: temperature 65 celsius. Product: [N+](=O)([O-])C1=C(C=CC=C1)N=NC1=C(C=CC(=C1)C(C)(C)CC(C)(C)C)O (2-nitro-2'-hydroxy-5'-t-octylazobenzene). As a reaction SMILES: [N+:1](C1C=CC=CC=1N=NC1C=C(C)C=CC=1O)([O-:3])=[O:2].[OH-:20].[Na+].[CH:22]1[C:34]2[C:33](=O)[C:32]3[C:27](=CC=C[CH:31]=3)[C:26]=2C=CC=1.C(=O)C.[N:39]([C:47]1[CH:52]=[CH:51][CH:50]=[CH:49][CH:48]=1)=[N:40][C:41]1[CH:46]=[CH:45][CH:44]=[CH:43][CH:42]=1.[CH3:53]O>O>[N+:1]([C:52]1[CH:51]=[CH:50][CH:49]=[CH:48][C:47]=1[N:39]=[N:40][C:41]1[CH:46]=[C:45]([C:32]([CH2:33][C:34]([CH3:26])([CH3:22])[CH3:53])([CH3:31])[CH3:27])[CH:44]=[CH:43][C:42]=1[OH:20])([O-:3])=[O:2] |f:1.2|. Procedure: 2-nitro-2'-hydroxy-5'-methylazobenzene 12.9 g was added to a mixture of methanol 60 ml, water 30 ml and 97% sodium hydroxide 12.4 g, and the resultant mixture was stirred while raising temperature to 65° C. 9-fluorenone 1.2 g and then 90% acetoaldehyde 6.5 g were added to the mixture for 1 hour. The resultant mixture was then stirred at the boiling point (75° C.) for 6 hours, thus almost all of the azobenzene having disappeared to produce 2-(2-hydroxy-5-methylphenyl)benzotriazole-N-oxide (Proces...